This data is from the Open Reaction Database (ORD), a public repository of structured organic reaction records. The task is: describe an organic reaction: reactants, conditions, products, and yield Starting materials: C(C=1C(N)=CC=CC1)(=O)O (anthranilic acid), C([O-])([O-])=O.[Na+].[Na+] (sodium carbonate), S(=O)(=O)(C1=CC=C(C)C=C1)Cl (tosyl chloride), S(=O)(=O)(C1=CC=C(C)C=C1)Cl (tosyl chloride). The solvent is O (water). Conditions: temperature 78 celsius, time 1 hour. The product is S(=O)(=O)(C1=CC=C(C)C=C1)NC=1C(C(=O)O)=CC=CC1 (tosylanthranilic acid). Isolated yield 78.2%. RXN SMILES: [C:1]([OH:10])(=[O:9])[C:2]1[C:3](=[CH:5][CH:6]=[CH:7][CH:8]=1)[NH2:4].C(=O)([O-])[O-].[Na+].[Na+].[S:17](Cl)([C:20]1[CH:26]=[CH:25][C:23]([CH3:24])=[CH:22][CH:21]=1)(=[O:19])=[O:18]>O>[S:17]([NH:4][C:3]1[C:2](=[CH:8][CH:7]=[CH:6][CH:5]=1)[C:1]([OH:10])=[O:9])([C:20]1[CH:26]=[CH:25][C:23]([CH3:24])=[CH:22][CH:21]=1)(=[O:19])=[O:18] |f:1.2.3|. Procedure details: In a 1 L reaction flask equipped with a condenser, 34.25 g (0.25 mol) of anthranilic acid, 411 g of water and 63.59 g (0.6 mol) of sodium carbonate were heated. The resulting reaction solution was maintained at an inner temperature of 78° C. for 30 minutes and then cooled to 67° C., and 57.2 g (0.3 mol) of tosyl chloride was added in two portions. The reaction solution gradually generated heat upon addition of tosyl chloride and turned homogeneous at 78° C. The reaction solution was aged at 80° ... The reactants are O=C1Cc2c(I)cccc2N1, O=[N+]([O-])O, O=S(=O)(O)O. Product: O=C1Cc2c(ccc([N+](=O)[O-])c2I)N1. RXN SMILES: [I:5][c:6]1[c:7]2[c:11]([cH:12][cH:13][cH:14]1)[NH:10][C:9](=[O:15])[CH2:8]2.[OH:1][N+:2]([O-:3])=[O:4].[S:16](=[O:17])(=[O:18])([OH:19])[OH:20]>>[O-:1][N+:2](=[O:4])[c:14]1[c:6]([I:5])[c:7]2[c:11]([cH:12][cH:13]1)[NH:10][C:9](=[O:15])[CH2:8]2. Starting materials: COC(C1=C(C(=CC(=C1)OC)OC)F)=O (2-fluoro-3,5-dimethoxy-benzoic acid methyl ester), solid, [OH-].[Na+] (sodium hydroxide). The solvent is C(C)O (ethanol). The product is FC1=C(C(=O)O)C=C(C=C1OC)OC (2-Fluoro-3,5-dimethoxy benzoic acid). Yield: 99.7%. Reaction SMILES: C[O:2][C:3](=[O:15])[C:4]1[CH:9]=[C:8]([O:10][CH3:11])[CH:7]=[C:6]([O:12][CH3:13])[C:5]=1[F:14].[OH-].[Na+]>C(O)C>[F:14][C:5]1[C:6]([O:12][CH3:13])=[CH:7][C:8]([O:10][CH3:11])=[CH:9][C:4]=1[C:3]([OH:15])=[O:2] |f:1.2|. Reported procedure: A suspension of 66.7 g (0.27 mol) of 2-fluoro-3,5-dimethoxy-benzoic acid methyl ester and 27 g (0.675 mol) of solid sodium hydroxide in 815 mL of anhydrous ethanol was refluxed for 24 hours. The ethanol was concentrated in vacuo and the solid residue was dissolved in water and extracted two times with ethyl ether. The aqueous layer was acidified with concentrated hydrochloric acid and a white precipitate was filtered, washed with cold water and dried in vacuo to afford 53.9 g (86.5%) of the titl... Reactants: CC(=O)O[BH-](OC(C)=O)OC(C)=O, CC(C)=O, COc1ccc(CN)cc1, CC(Cl)Cl, [Na+]. Yields the product COc1ccc(CNC(C)C)cc1. Reaction SMILES: [C:15]([O:16][BH-:17]([O:18][C:19](=[O:20])[CH3:21])[O:22][C:23](=[O:24])[CH3:25])(=[O:26])[CH3:27].[CH3:11][C:12]([CH3:13])=[O:14].[CH3:1][O:2][c:3]1[cH:4][cH:5][c:6]([CH2:7][NH2:8])[cH:9][cH:10]1.[Cl:29][CH:30]([Cl:31])[CH3:32].[Na+:28]>>[CH3:1][O:2][c:3]1[cH:4][cH:5][c:6]([CH2:7][NH:8][CH:12]([CH3:11])[CH3:13])[cH:9][cH:10]1. Starting materials: Brc1ccc2[nH]ncc2c1, O=C([O-])[O-], C=CCBr, [K+], [K+], CN(C)C=O. The product is C=CCn1ncc2cc(Br)ccc21. Reaction SMILES: [Br:1][c:2]1[cH:3][c:4]2[cH:5][n:6][nH:7][c:8]2[cH:9][cH:10]1.[C:15](=[O:16])([O-:17])[O-:18].[CH2:11]([CH:12]=[CH2:13])[Br:14].[K+:19].[K+:20].[O:21]=[CH:22][N:23]([CH3:24])[CH3:25]>>[Br:1][c:2]1[cH:3][c:4]2[cH:5][n:6][n:7]([CH2:13][CH:12]=[CH2:11])[c:8]2[cH:9][cH:10]1. As a reaction SMILES: [BrH:13].[CH3:14][C:15](=[O:16])[OH:17].[CH3:1][c:2]1[c:3]([O:11][CH3:12])[cH:4][cH:5][c:6]([N+:8](=[O:9])[O-:10])[cH:7]1.[OH2:18]>>[CH3:1][c:2]1[c:3]([OH:11])[cH:4][cH:5][c:6]([N+:8](=[O:9])[O-:10])[cH:7]1. Yields the product Cc1cc([N+](=O)[O-])ccc1O. The reactants are Br, CC(=O)O, COc1ccc([N+](=O)[O-])cc1C, O.